This data is from the Open Reaction Database (ORD), a public repository of structured organic reaction records. The task is: describe an organic reaction: reactants, conditions, products, and yield Reactants: [Al+3], COc1cc(F)ccc1Br, [Cl-], [Cl-], [Cl-], ClCCl, O=C(Cl)c1cccc(F)c1, O. Yields the product COc1cc(F)c(C(=O)c2cccc(F)c2)cc1Br. As a reaction SMILES: [Al+3:2].[Br:15][c:16]1[c:17]([O:23][CH3:24])[cH:18][c:19]([F:22])[cH:20][cH:21]1.[Cl-:1].[Cl-:3].[Cl-:4].[Cl:26][CH2:27][Cl:28].[F:5][c:6]1[cH:7][c:8]([C:9](=[O:10])[Cl:11])[cH:12][cH:13][cH:14]1.[OH2:25]>>[F:5][c:6]1[cH:7][c:8]([C:9](=[O:10])[c:20]2[c:19]([F:22])[cH:18][c:17]([O:23][CH3:24])[c:16]([Br:15])[cH:21]2)[cH:12][cH:13][cH:14]1.